This data is from the Open Reaction Database (ORD), a public repository of structured organic reaction records. The task is: describe an organic reaction: reactants, conditions, products, and yield The reactants are CO (methanol), O (H2O), solution, O[Li].O (LiOH.H2O), COC(=O)C=1SC(=CC1N(C(=O)[C@@H]1CC[C@H](CC1)C)[C@@H]1CC[C@H](CC1)O)C#CC(C)(C)C (5-(3,3-Dimethyl-but-1-ynyl)-3-[(trans-4-hydroxy-cyclohexyl)-(trans-4-methyl-cyclohexanecarbonyl)-amino]-thiophene-2-carboxylic acid methyl ester). The solvent is C1CCOC1 (THF). Conditions: temperature 60 celsius, time 2 hour. The product is CC(C#CC1=CC(=C(S1)C(=O)O)N(C(=O)[C@@H]1CC[C@H](CC1)C)[C@@H]1CC[C@H](CC1)O)(C)C (5-(3,3-dimethyl-but-1-ynyl)-3-[(trans-4-hydroxy-cyclohexyl)-(trans-4-methyl-cyclohexanecarbonyl)-amino]-thiophene-2-carboxylic acid). RXN SMILES: C[O:2][C:3]([C:5]1[S:6][C:7]([C:27]#[C:28][C:29]([CH3:32])([CH3:31])[CH3:30])=[CH:8][C:9]=1[N:10]([C@H:20]1[CH2:25][CH2:24][C@H:23]([OH:26])[CH2:22][CH2:21]1)[C:11]([C@H:13]1[CH2:18][CH2:17][C@H:16]([CH3:19])[CH2:15][CH2:14]1)=[O:12])=[O:4].CO.O.O[Li].O>C1COCC1>[CH3:31][C:29]([CH3:30])([CH3:32])[C:28]#[C:27][C:7]1[S:6][C:5]([C:3]([OH:4])=[O:2])=[C:9]([N:10]([C@H:20]2[CH2:25][CH2:24][C@H:23]([OH:26])[CH2:22][CH2:21]2)[C:11]([C@H:13]2[CH2:18][CH2:17][C@H:16]([CH3:19])[CH2:15][CH2:14]2)=[O:12])[CH:8]=1 |f:3.4|. Procedure details: 5-(3,3-Dimethyl-but-1-ynyl)-3-[(trans-4-hydroxy-cyclohexyl)-(trans-4-methyl-cyclohexanecarbonyl)-amino]-thiophene-2-carboxylic acid methyl ester (0.10 g, 0.22 mmol) is dissolved in a 3:2:1 mixture of THF:methanol:H2O (5.0 mL) and treated with a 1N solution of LiOH.H2O (0.65 mL, 0.65 mmol). After 2 h of stirring at 60° C., the reaction mixture is concentrated under reduced pressure on a rotary evaporator. The mixture is partitioned between ethyl acetate and water. The water layer is acidified usi... The reactants are Cl.C(C)(C)NN (isopropylhydrazine hydrochloride), C(C)(=O)O (acetic acid), C(C(=O)C)=O (pyruvaldehyde). The solvent is O (water), O (water). Reaction conditions: time 8 hour. Product: C(C)(C)NN=CC(C)=O (2-oxopropanal isopropylhydrazone). Yield: 69.9%. RXN SMILES: Cl.[CH:2]([NH:5][NH2:6])([CH3:4])[CH3:3].C(O)(=O)C.[CH:11](=O)[C:12]([CH3:14])=[O:13]>O>[CH:2]([NH:5][N:6]=[CH:11][C:12](=[O:13])[CH3:14])([CH3:4])[CH3:3] |f:0.1|. Procedure details: To a solution of isopropylhydrazine hydrochloride (2.0 g, 18 mmol) in water (100 mL) was added acetic acid (1.7 mL) followed by the dropwise addition of pyruvaldehyde (2.6 g, 14.5 mmol) in water. The solution was stirred at room temperature overnight. The aqueous layer was extracted with CH2Cl2 (4×) and the combined organic extracts were washed with sat. aq. NaHCO3. The organic extract was dried over Na2SO4, filtered and concentrated to afford 2-oxopropanal isopropylhydrazone (1.3 g, 56%). Starting materials: CC#N (MeCN), ClC1=NC2=CC=C(C=C2C=C1C(=O)O)Cl (2,6-dichloroquinoline-3-carboxylic acid), CCCC(C(=O)O)N (DL-2-aminopentanoic acid). The solvent is O (H2O). Product: C(=O)(O)C(CCC)NC1=NC2=CC=C(C=C2C=C1C(=O)O)Cl (2-(1-Carboxy-butylamino)-6-chloro-quinoline-3-carboxylic acid), AcOH-20. Isolated yield 15.0%. Reaction SMILES: Cl[C:2]1[C:11]([C:12]([OH:14])=[O:13])=[CH:10][C:9]2[C:4](=[CH:5][CH:6]=[C:7]([Cl:15])[CH:8]=2)[N:3]=1.[CH3:16][CH2:17][CH2:18][CH:19]([NH2:23])[C:20]([OH:22])=[O:21].CC#N>O>[C:20]([CH:19]([NH:23][C:2]1[C:11]([C:12]([OH:14])=[O:13])=[CH:10][C:9]2[C:4](=[CH:5][CH:6]=[C:7]([Cl:15])[CH:8]=2)[N:3]=1)[CH2:18][CH2:17][CH3:16])([OH:22])=[O:21]. Reported procedure: In close analogy to the procedure described in Example 1, 2,6-dichloroquinoline-3-carboxylic acid is reacted with DL-2-aminopentanoic acid to provide the title compound in 15% yield as yellow needles (flash chromatography on SiO2, eluent MeCN, H2O, AcOH-20, 1, 0.3). Reactants: ClC(C(=O)N1CCC(CC1)=O)Cl (N-dichloroacetylpiperid-4-one), C(CCO)O (propane-1,3-diol), C[Si](Cl)(C)C (trimethylchlorosilane). Product: C1C(C)OC2(CCN(CC2)C(C(Cl)Cl)=O)O1 (N-dichloroacetyl-piperid-4-one propylene ketal). Isolated yield 66.3%. Reaction SMILES: [Cl:1][CH:2]([Cl:12])[C:3]([N:5]1[CH2:10][CH2:9][C:8](=[O:11])[CH2:7][CH2:6]1)=[O:4].[CH2:13](O)[CH2:14][CH2:15][OH:16].C[Si](C)(C)Cl>>[CH2:15]1[O:16][C:8]2([CH2:7][CH2:6][N:5]([C:3](=[O:4])[CH:2]([Cl:1])[Cl:12])[CH2:10][CH2:9]2)[O:11][CH:14]1[CH3:13]. Procedure details: A mixture of 19 g (0.09 mol) of N-dichloroacetylpiperid-4-one, 7.5 g (0.099 mol) of propane-1,3-diol and 22.4 g (0.21 mol) of trimethylchlorosilane was boiled under reflux for 12 hours, while stirring. Thereafter, the reaction mixture was concentrated under reduced pressure and the residue was then subjected to brief incipient distillation under greatly reduced pressure. The resulting brown oil, which slowly crystallized completely, was recrystallized from 200 ml of toluene. 16 g (66.6% of theor... The reactants are COC=1C=C(C=CC1OC)CC(=O)O (3,4-dimethoxyphenylacetic acid), polyphosphoric acid, C=1(C(OC)=CC=CC1)OC (veratrole), O (water). Conditions: time 24 hour. Yields the product COC1=C(C=C(C=C1)CC(=O)C2=CC(=C(C=C2)OC)OC)OC (Desoxyveratroin). Yield: 60.0%. RXN SMILES: [CH3:1][O:2][C:3]1[CH:4]=[C:5]([CH2:11][C:12]([OH:14])=O)[CH:6]=[CH:7][C:8]=1[O:9][CH3:10].O.[C:16]1([O:24][CH3:25])[C:17](=[CH:20][CH:21]=[CH:22][CH:23]=1)[O:18][CH3:19]>>[CH3:10][O:9][C:8]1[CH:7]=[CH:6][C:5]([CH2:11][C:12]([C:22]2[CH:21]=[CH:20][C:17]([O:18][CH3:19])=[C:16]([O:24][CH3:25])[CH:23]=2)=[O:14])=[CH:4][C:3]=1[O:2][CH3:1]. Procedure: A warm solution of 3,4-dimethoxyphenylacetic acid (10 g) in veratrole (15 ml) was added to 200 g of polyphosphoric acid (PPA). After 24 hrs. at room temperature the acid mixture was added to cold water (800 ml) and the product was collected and recrystallized from aqueous ethanol. The recrystallized intermediate (9.5 g, 60% yield) had a melting point of 104°-105°.